From a dataset of the Open Reaction Database (ORD), a public repository of structured organic reaction records. describe an organic reaction: reactants, conditions, products, and yield Reactants: ClC=1C2=C(N=CN1)NC=C2 (4-chloro-7H-pyrrolo[2,3-d]pyrimidine), [H-].[Na+] (NaH), ClCC=1C(=NC2=C(C=CC=C2C1)C)C1=C(C=CC=C1)Cl (3-(chloromethyl)-2-(2-chlorophenyl)-8-methylquinoline). Run in CN(C)C=O (DMF), CN(C)C=O (DMF). Conditions: time 2 hour. Product: ClC=1C2=C(N=CN1)N(C=C2)CC=2C(=NC1=C(C=CC=C1C2)C)C2=C(C=CC=C2)Cl (3-((4-chloro-7H-pyrrolo[2,3-d]pyrimidin-7-yl)methyl)-2-(2-chlorophenyl)-8-methylquinoline). Reaction SMILES: [Cl:1][C:2]1[C:3]2[CH:10]=[CH:9][NH:8][C:4]=2[N:5]=[CH:6][N:7]=1.[H-].[Na+].Cl[CH2:14][C:15]1[C:16]([C:26]2[CH:31]=[CH:30][CH:29]=[CH:28][C:27]=2[Cl:32])=[N:17][C:18]2[C:23]([CH:24]=1)=[CH:22][CH:21]=[CH:20][C:19]=2[CH3:25]>CN(C=O)C>[Cl:1][C:2]1[C:3]2[CH:10]=[CH:9][N:8]([CH2:14][C:15]3[C:16]([C:26]4[CH:31]=[CH:30][CH:29]=[CH:28][C:27]=4[Cl:32])=[N:17][C:18]4[C:23]([CH:24]=3)=[CH:22][CH:21]=[CH:20][C:19]=4[CH3:25])[C:4]=2[N:5]=[CH:6][N:7]=1 |f:1.2|. Procedure details: A solution of 4-chloro-7H-pyrrolo[2,3-d]pyrimidine (280 mg, 1.1 eq) in DMF (3 mL) was treated with NaH (1.2 eq, 80 mg, 60%) and the reaction mixture was stirred at rt for 30 min before addition of 3-(chloromethyl)-2-(2-chlorophenyl)-8-methylquinoline (500 mg, 1.7 mmol) in DMF (2 mL). After 2 h at rt, the mixture was partitioned between EtOAc (50 mL) and H2O (30 mL), the layers were separated, and the aqueous layer was extracted with EtOAc (2×30 mL). The combined organic layers were dried (Na2SO4... The reactants are O=C([O-])[O-], CN(C)C=O, COc1cc2c(Oc3cc4ccccc4nc3C)ccnc2cc1OCCCCl, [K+], [K+], O. Reaction SMILES: [C:35](=[O:36])([O-:37])[O-:38].[CH3:1][N:2]([CH3:3])[CH:5]=[O:4].[Cl:6][CH2:7][CH2:8][CH2:9][O:10][c:11]1[c:12]([O:33][CH3:34])[cH:13][c:14]2[c:15]([O:21][c:22]3[c:23]([CH3:32])[n:24][c:25]4[cH:26][cH:27][cH:28][cH:29][c:30]4[cH:31]3)[cH:16][cH:17][n:18][c:19]2[cH:20]1.[K+:39].[K+:40].[OH2:41]>>[OH:4][CH2:7][CH2:8][CH2:9][O:10][c:11]1[c:12]([O:33][CH3:34])[cH:13][c:14]2[c:15]([O:21][c:22]3[c:23]([CH3:32])[n:24][c:25]4[cH:26][cH:27][cH:28][cH:29][c:30]4[cH:31]3)[cH:16][cH:17][n:18][c:19]2[cH:20]1. Product: COc1cc2c(Oc3cc4ccccc4nc3C)ccnc2cc1OCCCO.